This data is from the Open Reaction Database (ORD), a public repository of structured organic reaction records. The task is: describe an organic reaction: reactants, conditions, products, and yield The reactants are C1(CC1)NC1=C(C(=O)O)C=C(C(=C1)F)F (2-cyclopropylamino-4,5-difluorobenzoic acid), C(NN)(=O)OC(C)(C)C (tert-butyl carbazate), C(C)N=C=NCCCN(C)C (1-ethyl-3-(3-dimethylaminopropyl)-carbodiimide). Run in ClCCl (dichloromethane), ClCCl (dichloromethane). Conditions: time 16 hour. Yields the product C(C)(C)(C)OC(=O)NNC(C1=C(C=C(C(=C1)F)F)NC1CC1)=O (N2-(2-cyclopropylamino-4,5-difluorobenzoyl)hydrazinecarboxylic acid tert-butyl ester). The yield is 81.4%. Reaction SMILES: [CH:1]1([NH:4][C:5]2[CH:13]=[C:12]([F:14])[C:11]([F:15])=[CH:10][C:6]=2[C:7]([OH:9])=O)[CH2:3][CH2:2]1.[C:16]([O:20][C:21]([CH3:24])([CH3:23])[CH3:22])(=[O:19])[NH:17][NH2:18].C(N=C=NCCCN(C)C)C>ClCCl>[C:21]([O:20][C:16]([NH:17][NH:18][C:7](=[O:9])[C:6]1[CH:10]=[C:11]([F:15])[C:12]([F:14])=[CH:13][C:5]=1[NH:4][CH:1]1[CH2:2][CH2:3]1)=[O:19])([CH3:24])([CH3:23])[CH3:22]. Procedure details: To a solution of 2-cyclopropylamino-4,5-difluorobenzoic acid (Example 5) (1.32 g, 6.19 mmol) and tert-butyl carbazate (1.30 g, 9.75 mmol) in dichloromethane (30 mL) is added 1-ethyl-3-(3-dimethylaminopropyl)-carbodiimide (1.87 g, 9.75 mmol). After 16 hours, the reaction mixture is diluted with dichloromethane and washed with saturated NaHCO3, water, and brine. The organic layer is dried over MgSO4 and filtered. The filtrate is concentrated under vacuum and purified via flash column chromatograph...